From a dataset of the Open Reaction Database (ORD), a public repository of structured organic reaction records. describe an organic reaction: reactants, conditions, products, and yield Starting materials: C(C)(C)(C)C1=C(C=C(C=C1)C(=O)O)NC(CC(CCCCC)C1=C(C=C(C=C1)OC)OC)=O (N-(2-t-butyl-5-carboxyphenyl)-3-(2,4-dimethoxyphenyl)octanamide), C(CC)(=O)N (propanamide). The product is C(C)(C)(C)C1=C(C=C(C=C1)C(=O)NC(CC)=O)NC(CC(CCCCC)C1=C(C=C(C=C1)OC)OC)=O (N-(2-t-Butyl-5-propanoylaminocarbonylphenyl)-3-(2,4-dimethoxyphenyl)octanamide). As a reaction SMILES: [C:1]([C:5]1[CH:10]=[CH:9][C:8]([C:11](O)=[O:12])=[CH:7][C:6]=1[NH:14][C:15](=[O:33])[CH2:16][CH:17]([C:23]1[CH:28]=[CH:27][C:26]([O:29][CH3:30])=[CH:25][C:24]=1[O:31][CH3:32])[CH2:18][CH2:19][CH2:20][CH2:21][CH3:22])([CH3:4])([CH3:3])[CH3:2].[C:34]([NH2:38])(=[O:37])[CH2:35][CH3:36]>>[C:1]([C:5]1[CH:10]=[CH:9][C:8]([C:11]([NH:38][C:34](=[O:37])[CH2:35][CH3:36])=[O:12])=[CH:7][C:6]=1[NH:14][C:15](=[O:33])[CH2:16][CH:17]([C:23]1[CH:28]=[CH:27][C:26]([O:29][CH3:30])=[CH:25][C:24]=1[O:31][CH3:32])[CH2:18][CH2:19][CH2:20][CH2:21][CH3:22])([CH3:3])([CH3:2])[CH3:4]. Procedure details: Following a similar procedure to that described in Example 139, but using N-(2-t-butyl-5-carboxyphenyl)-3-(2,4-dimethoxyphenyl)octanamide (prepared as described in Preparation 7) and propanamide, the title compound was obtained as crystals. Starting materials: CC(=O)O, C=[N+]=[N-], CS(=O)(=O)N(CCCCCCC(=O)O)CCCC(O)COc1ccc(F)cc1. Yields the product COC(=O)CCCCCCN(CCCC(O)COc1ccc(F)cc1)S(C)(=O)=O. As a reaction SMILES: [CH3:32][C:33](=[O:34])[OH:35].[N+:1](=[N-:2])=[CH2:3].[OH:4][CH:5]([CH2:6][CH2:7][CH2:8][N:9]([S:10](=[O:11])(=[O:12])[CH3:13])[CH2:14][CH2:15][CH2:16][CH2:17][CH2:18][CH2:19][C:20](=[O:21])[OH:22])[CH2:23][O:24][c:25]1[cH:26][cH:27][c:28]([F:31])[cH:29][cH:30]1>>[CH3:3][O:22][C:20]([CH2:19][CH2:18][CH2:17][CH2:16][CH2:15][CH2:14][N:9]([CH2:8][CH2:7][CH2:6][CH:5]([OH:4])[CH2:23][O:24][c:25]1[cH:26][cH:27][c:28]([F:31])[cH:29][cH:30]1)[S:10](=[O:11])(=[O:12])[CH3:13])=[O:21]. Starting materials: BrC=1C=C(C2=C(C(CCS2)=O)C1Cl)Cl (6-bromo-5,8-dichloro-2,3-dihydro-4H-1-benzothiopyran-4-one), C(CO)O (ethylene glycol), C(OC)(OC)OC (trimethyl orthoformate), O.C1(=CC=C(C=C1)S(=O)(=O)O)C (p-toluenesulfonic acid monohydrate). The solvent is C(C)OCC (diethyl ether). Yields the product BrC=1C=C(C2=C(C1Cl)C1(OCCO1)CCS2)Cl (6-bromo-5,8-dichloro-2,3-dihydrospiro[4H-1-benzothiopyran-4,2'-[1,3]dioxolane]). As a reaction SMILES: [Br:1][C:2]1[CH:3]=[C:4]([Cl:14])[C:5]2[S:10][CH2:9][CH2:8][C:7](=[O:11])[C:6]=2[C:12]=1[Cl:13].[CH2:15](O)[CH2:16][OH:17].C(OC)(OC)OC.O.C1(C)C=CC(S(O)(=O)=O)=CC=1>C(OCC)C>[Br:1][C:2]1[CH:3]=[C:4]([Cl:14])[C:5]2[S:10][CH2:9][CH2:8][C:7]3([O:17][CH2:16][CH2:15][O:11]3)[C:6]=2[C:12]=1[Cl:13] |f:3.4|. Reported procedure: 15 g (0.048 mol) of the title compound of Step C, 150 mL of ethylene glycol, 100 mL of trimethyl orthoformate (purchased from Aldrich Chemical Company), and 0.06 g of p-toluenesulfonic acid monohydrate were stirred together at 80° C. under nitrogen overnight. The mixture was diluted with 250 mL of diethyl ether and washed with a 1:1 mixture of 1N sodium hydroxide:saturated aqueous NaCl (2×300 mL), saturated aqueous NaCl (1×500 mL), dried (Na2SO4), filtered, and evaporated to dryness. The crude p... Reactants: C1(=CC=CC=C1)C (toluene), FC1=CC=C(NC2=C(C(=O)OC)C=CC(=C2)I)C=C1 (methyl 2-(4-fluoroanilino)-4-iodobenzoate), C(C=C)C1=CC=CC=C1 (allylbenzene). Reported procedure: To toluene 3.0 mL solution of methyl 2-(4-fluoroanilino)-4-iodobenzoate 0.30 g, allylbenzene 0.16 mL and triethylamine 0.11 mL was added palladium acetate 9 mg, and it was heated and refluxed under nitrogen atmosphere for 2 hours. After the reaction mixture was cooled to room temperature, palladium acetate 18 mg was added to it, and it was heated and refluxed under nitrogen atmosphere for 2 hours. After the reaction mixture was cooled to room temperature, palladium acetate 18 mg was added, and i... Reaction SMILES: C1(C)C=CC=CC=1.[F:8][C:9]1[CH:26]=[CH:25][C:12]([NH:13][C:14]2[CH:23]=[C:22](I)[CH:21]=[CH:20][C:15]=2[C:16]([O:18][CH3:19])=[O:17])=[CH:11][CH:10]=1.[CH2:27]([C:30]1[CH:35]=[CH:34][CH:33]=[CH:32][CH:31]=1)[CH:28]=[CH2:29]>C([O-])(=O)C.[Pd+2].C([O-])(=O)C.C(N(CC)CC)C>[F:8][C:9]1[CH:26]=[CH:25][C:12]([NH:13][C:14]2[CH:23]=[C:22]([CH:29]=[CH:28][CH2:27][C:30]3[CH:35]=[CH:34][CH:33]=[CH:32][CH:31]=3)[CH:21]=[CH:20][C:15]=2[C:16]([O:18][CH3:19])=[O:17])=[CH:11][CH:10]=1 |f:3.4.5|. Reagents/catalysts: C(C)(=O)[O-].[Pd+2].C(C)(=O)[O-] (palladium acetate), C(C)(=O)[O-].[Pd+2].C(C)(=O)[O-] (palladium acetate), C(C)(=O)[O-].[Pd+2].C(C)(=O)[O-] (palladium acetate), C(C)(=O)[O-].[Pd+2].C(C)(=O)[O-] (palladium acetate). Run in C(C)N(CC)CC (triethylamine). Product: FC1=CC=C(NC2=C(C(=O)OC)C=CC(=C2)C=CCC2=CC=CC=C2)C=C1 (methyl 2-(4-fluoroanilino)-4-(3-phenyl-1-propenyl)benzoate). Starting materials: C(C1=CC=CC=C1)OC1=C(C=C(C=C1)F)C1=CC(=C(C=C1)S(=O)(=O)C1=CC=C(C=C1)OC)F (2-(benzyloxy)-3′,5-difluoro-4′-[(4-methoxyphenyl)sulfonyl]biphenyl), [H][H] (hydrogen). The reagents and catalysts are [Pd] (Pd/C). The solvent is C(C)(=O)O (acetic acid). Product: FC=1C=C(C=CC1S(=O)(=O)C1=CC=C(C=C1)OC)C=1C(=CC=C(C1)F)O (3′,5-difluoro-4′-[(4-methoxyphenyl)sulfonyl]biphenyl-2-ol). Reaction SMILES: C([O:8][C:9]1[CH:14]=[CH:13][C:12]([F:15])=[CH:11][C:10]=1[C:16]1[CH:21]=[CH:20][C:19]([S:22]([C:25]2[CH:30]=[CH:29][C:28]([O:31][CH3:32])=[CH:27][CH:26]=2)(=[O:24])=[O:23])=[C:18]([F:33])[CH:17]=1)C1C=CC=CC=1.[H][H]>C(O)(=O)C.[Pd]>[F:33][C:18]1[CH:17]=[C:16]([C:10]2[C:9]([OH:8])=[CH:14][CH:13]=[C:12]([F:15])[CH:11]=2)[CH:21]=[CH:20][C:19]=1[S:22]([C:25]1[CH:26]=[CH:27][C:28]([O:31][CH3:32])=[CH:29][CH:30]=1)(=[O:23])=[O:24]. Procedure: A suspension of the product of step (ii) (838 mg) in acetic acid (30 ml) and 10% Pd/C (200 mg) was stirred under 2 bar pressure of hydrogen for 30 min. The catalyst was removed by filtration and the filtrate was evaporated to give the subtitle compound, yield 630 mg. Reactants: [BH4-], CC(C)(C)O, C=CCc1nc(C(C)C)oc1C, C1CCOC1, CCO, [Na+], O=[Os](=O)(=O)=O, O. The product is Cc1oc(C(C)C)nc1CCO. As a reaction SMILES: [BH4-:18].[C:13]([CH3:14])([CH3:15])([CH3:16])[OH:17].[CH2:1]([CH:2]=[CH2:3])[c:4]1[n:5][c:6]([CH:10]([CH3:11])[CH3:12])[o:7][c:8]1[CH3:9].[CH2:20]1[O:21][CH2:22][CH2:23][CH2:24]1.[CH3:26][CH2:27][OH:28].[Na+:19].[O:29]=[Os:30](=[O:31])(=[O:32])=[O:33].[OH2:25]>>[CH2:1]([CH2:2][OH:17])[c:4]1[n:5][c:6]([CH:10]([CH3:11])[CH3:12])[o:7][c:8]1[CH3:9]. Reactants: CC=1C=CC(=C(C1)C(C(=O)OCC)C(=O)OCC)[N+](=O)[O-] (Diethyl 2-(5-methyl-2-nitro-phenyl)propanedioate), Cl (Hydrochloric acid), Cl (HCl). The solvent is C(C)(=O)O (acetic acid), O (water), CC#N (CH3CN). The product is CC=1C=CC(=C(C1)CC(=O)O)[N+](=O)[O-] (2-(5-methyl-2-nitro-phenyl)acetic acid). Yield: 84.3%. Reaction SMILES: [CH3:1][C:2]1[CH:3]=[CH:4][C:5]([N+:19]([O-:21])=[O:20])=[C:6]([CH:8](C(OCC)=O)[C:9]([O:11]CC)=[O:10])[CH:7]=1.Cl>C(O)(=O)C.O.CC#N>[CH3:1][C:2]1[CH:3]=[CH:4][C:5]([N+:19]([O-:21])=[O:20])=[C:6]([CH2:8][C:9]([OH:11])=[O:10])[CH:7]=1. Reported procedure: Diethyl 2-(5-methyl-2-nitro-phenyl)propanedioate (9.50 g, 32.2 mmol) was suspended in glacial acetic acid (40 mL) and warmed until it had dissolved. Hydrochloric acid (40 mL of 6 M solution, 240.0 mmol) was added dropwise and the solution heated at reflux for 24 h. After cooling to room temperature the reaction was diluted with water and extracted with ether. The ether was dried over Na2SO4, filtered, and concentrated in vacuo to afford a light orange solid. The solid was dissolved in minimal CH...